This data is from the Open Reaction Database (ORD), a public repository of structured organic reaction records. The task is: describe an organic reaction: reactants, conditions, products, and yield Starting materials: ClC1=C(C(=O)OC)C=C(C=C1)C#N (Methyl 2-chloro-5-cyanobenzoate), NO (Hydroxylamine). Solvent: CCO (EtOH). Run at time 6 hour. Product: NC(C=1C=CC(=C(C(=O)OC)C1)Cl)=NO (Methyl 5-[amino(hydroxyimino)methyl]-2-chlorobenzoate). The yield is 91.1%. Reaction SMILES: [Cl:1][C:2]1[CH:11]=[CH:10][C:9]([C:12]#[N:13])=[CH:8][C:3]=1[C:4]([O:6][CH3:7])=[O:5].[NH2:14][OH:15]>CCO>[NH2:13][C:12](=[N:14][OH:15])[C:9]1[CH:10]=[CH:11][C:2]([Cl:1])=[C:3]([CH:8]=1)[C:4]([O:6][CH3:7])=[O:5]. Procedure details: Methyl 2-chloro-5-cyanobenzoate (1.55 g; 7.92 mmol; 1 eq.) was suspended in EtOH (31 mL). Hydroxylamine (1.17 mL; 39.62 mmol; 5 eq.) was added in one portion. The reaction mixture was stirred at RT for 6 hours. The mixture was concentrated affording the title compound as a beige solid (1.65 g, 91%). 1H NMR (DMSO-d6, 300 MHz) δ 9.92 (br s, 1H), 8.19-8.18 (m, 1H), 7.92-7.90 (m, 1H), 7.68-7.65 (m, 1H), 6.04 (br s, 2H), 3.95 (s, 3H). LC/MS (Method B): 229.0 (M+H)+; 227.0 (M−H)−. Starting materials: Cc1csc(Nc2cc(Sc3c(Cl)cccc3Cl)c(Br)cn2)n1, CC1(C)OB(B2OC(C)(C)C(C)(C)O2)OC1(C)C, CC#N, C1CCC(P(C2CCCC2)C2CCCC2)C1, [Cs+], [F-], CC(=O)[O-], CC(=O)[O-], [Pd+2]. The product is Cc1csc(Nc2cc(Sc3c(Cl)cccc3Cl)c(O)cn2)n1. RXN SMILES: [Br:1][c:2]1[c:3]([S:15][c:16]2[c:17]([Cl:23])[cH:18][cH:19][cH:20][c:21]2[Cl:22])[cH:4][c:5]([NH:8][c:9]2[s:10][cH:11][c:12]([CH3:14])[n:13]2)[n:6][cH:7]1.[CH3:24][C:25]1([CH3:27])[O:26][B:32]([B:33]2[O:34][C:35]([CH3:36])([CH3:37])[C:38]([CH3:39])([CH3:40])[O:41]2)[O:31][C:28]1([CH3:29])[CH3:30].[CH3:60][C:61]#[N:62].[CH:42]1([P:43]([CH:44]2[CH2:45][CH2:46][CH2:47][CH2:48]2)[CH:49]2[CH2:50][CH2:51][CH2:52][CH2:53]2)[CH2:54][CH2:55][CH2:56][CH2:57]1.[Cs+:59].[F-:58].[O-:64][C:65]([CH3:66])=[O:67].[O-:68][C:69]([CH3:70])=[O:71].[Pd+2:63]>>[c:2]1([OH:26])[c:3]([S:15][c:16]2[c:17]([Cl:23])[cH:18][cH:19][cH:20][c:21]2[Cl:22])[cH:4][c:5]([NH:8][c:9]2[s:10][cH:11][c:12]([CH3:14])[n:13]2)[n:6][cH:7]1. Reactants: CCOC(=O)CCc1ccc(OCc2ccc(Cn3nc(C(C)(C)C)cc3CCc3ccccc3)cc2)cc1F, CCO, Cl, [Na+], C1CCOC1, [OH-], O. Product: CC(C)(C)c1cc(CCc2ccccc2)n(Cc2ccc(COc3ccc(CCC(=O)O)c(F)c3)cc2)n1. As a reaction SMILES: [C:1]([CH3:2])([CH3:3])([CH3:4])[c:5]1[n:6][n:7]([CH2:18][c:19]2[cH:20][cH:21][c:22]([CH2:23][O:24][c:25]3[cH:26][c:27]([F:38])[c:28]([CH2:31][CH2:32][C:33](=[O:34])[O:35][CH2:36][CH3:37])[cH:29][cH:30]3)[cH:39][cH:40]2)[c:8]([CH2:10][CH2:11][c:12]2[cH:13][cH:14][cH:15][cH:16][cH:17]2)[cH:9]1.[CH3:44][CH2:45][OH:46].[ClH:43].[Na+:42].[O:47]1[CH2:48][CH2:49][CH2:50][CH2:51]1.[OH-:41].[OH2:52]>>[C:1]([CH3:2])([CH3:3])([CH3:4])[c:5]1[n:6][n:7]([CH2:18][c:19]2[cH:20][cH:21][c:22]([CH2:23][O:24][c:25]3[cH:26][c:27]([F:38])[c:28]([CH2:31][CH2:32][C:33](=[O:34])[OH:35])[cH:29][cH:30]3)[cH:39][cH:40]2)[c:8]([CH2:10][CH2:11][c:12]2[cH:13][cH:14][cH:15][cH:16][cH:17]2)[cH:9]1. The reactants are [H-].[Na+] (Sodium hydride), CN(C=1C=C(C=CC1)O)C (3-(dimethylamino)phenol), C(=O)(OC(Cl)(Cl)Cl)OC(Cl)(Cl)Cl (ditrichloromethyl carbonate). Solvent: O1CCCC1 (tetrahydrofuran). Reaction conditions: temperature 0 celsius, time 30 minute. Yields the product C(OC1=CC(=CC=C1)N(C)C)(=O)Cl (3-(dimethylamino)phenyl carbonochloridate). Reaction SMILES: [H-].[Na+].[CH3:3][N:4]([CH3:12])[C:5]1[CH:6]=[C:7]([OH:11])[CH:8]=[CH:9][CH:10]=1.C(OC(Cl)(Cl)Cl)([O:15][C:16](Cl)(Cl)[Cl:17])=O>O1CCCC1>[C:16]([Cl:17])(=[O:15])[O:11][C:7]1[CH:8]=[CH:9][CH:10]=[C:5]([N:4]([CH3:12])[CH3:3])[CH:6]=1 |f:0.1|. Procedure: Sodium hydride (130 mg, 3.25 mmol, 1.11 equiv, 60%) was added in several batches to a solution of 3-(dimethylamino)phenol (400 mg, 2.92 mmol, 1.00 equiv) in tetrahydrofuran (15 mL). The mixture was stirred at 0° C. for 30 min then ditrichloromethyl carbonate (296.74 mg, 1.00 mmol, 0.34 equiv) was added in several batches to the mixture at 0° C. The resulting solution was stirred for 4 h at 50° C. and used in the next step without any purification Starting materials: CN1C(=O)CCc2cccc(N3CCNCC3)c21, Cl, O=CCCCOc1ccc2c(n1)NC(=O)CC2. The product is CN1C(=O)CCc2cccc(N3CCN(CCCCOc4ccc5c(n4)NC(=O)CC5)CC3)c21. RXN SMILES: [CH3:2][N:3]1[C:4](=[O:19])[CH2:5][CH2:6][c:7]2[cH:8][cH:9][cH:10][c:11]([N:13]3[CH2:14][CH2:15][NH:16][CH2:17][CH2:18]3)[c:12]21.[ClH:1].[O:20]=[C:21]1[CH2:22][CH2:23][c:24]2[cH:25][cH:26][c:27]([O:31][CH2:32][CH2:33][CH2:34][CH:35]=[O:36])[n:28][c:29]2[NH:30]1>>[CH3:2][N:3]1[C:4](=[O:19])[CH2:5][CH2:6][c:7]2[cH:8][cH:9][cH:10][c:11]([N:13]3[CH2:14][CH2:15][N:16]([CH2:35][CH2:34][CH2:33][CH2:32][O:31][c:27]4[cH:26][cH:25][c:24]5[c:29]([n:28]4)[NH:30][C:21](=[O:20])[CH2:22][CH2:23]5)[CH2:17][CH2:18]3)[c:12]21. The reactants are ClC=1C(=NC=NC1Cl)N (5,6-dichloropyrimidin-4-amine), NC1CC2(CN(C2)C(=O)OC(C)(C)C)C1 (tert-butyl 6-amino-2-azaspiro[3.3]heptane-2-carboxylate), O(C1=CC=CC=C1)C1=CC=C(C=C1)B(O)O ((4-phenoxyphenyl)boronic acid), C(C#CC)(=O)O (but-2-ynoic acid). The product is NC1=C(C(=NC=N1)NC1CC2(CN(C2)C(C#CC)=O)C1)C1=CC=C(C=C1)OC1=CC=CC=C1 (1-(6-((6-amino-5-(4-phenoxyphenyl)pyrimidin-4-yl)amino)-2-azaspiro[3.3]heptan-2-yl)but-2-yn-1-one). As a reaction SMILES: Cl[C:2]1[C:3]([NH2:9])=[N:4][CH:5]=[N:6][C:7]=1Cl.[NH2:10][CH:11]1[CH2:24][C:13]2([CH2:16][N:15]([C:17]([O:19]C(C)(C)C)=O)[CH2:14]2)[CH2:12]1.[O:25]([C:32]1[CH:37]=[CH:36][C:35](B(O)O)=[CH:34][CH:33]=1)[C:26]1[CH:31]=[CH:30][CH:29]=[CH:28][CH:27]=1.[C:41](O)(=O)[C:42]#[C:43]C>>[NH2:9][C:3]1[N:4]=[CH:5][N:6]=[C:7]([NH:10][CH:11]2[CH2:12][C:13]3([CH2:14][N:15]([C:17](=[O:19])[C:41]#[C:42][CH3:43])[CH2:16]3)[CH2:24]2)[C:2]=1[C:29]1[CH:30]=[CH:31][C:26]([O:25][C:32]2[CH:37]=[CH:36][CH:35]=[CH:34][CH:33]=2)=[CH:27][CH:28]=1. Procedure details: 1-(6-((6-amino-5-(4-phenoxyphenyl)pyrimidin-4-yl)amino)-2-azaspiro[3.3]heptan-2-yl)but-2-yn-1-one was prepared from 5,6-dichloropyrimidin-4-amine, tert-butyl 6-amino-2-azaspiro[3.3]heptane-2-carboxylate, (4-phenoxyphenyl)boronic acid and but-2-ynoic acid according to general scheme 3 using methods S1, S2, S3, and S4A. HPLC purity: 99%. MS: m/z=440 [M+H]+. 1H NMR (CD3OD) δ 8.24 (s, 1H), 7.16-7.45 (m, 9H), 4.57 (s, 1H), 4.27 (d, 2H), 4.05 (d, 2H), 2.61 (m, 2H), 2.27 (m, 2H), 2.00 (m, 3H).